This data is from the Open Reaction Database (ORD), a public repository of structured organic reaction records. The task is: describe an organic reaction: reactants, conditions, products, and yield The reactants are C(N)(=O)C=1C=C(C=C(C1)C)NC(C(=O)O)C1=CC(=C(C=C1)OC)OC (2-(3-Carbamoyl-5-methylphenylamino)-2-(3,4-dimethoxyphenyl)acetic acid), NC=1C=C(C(=O)N)C=C(C1)OC (3-Amino-5-methoxybenzamide), COC=1C=C(C=CC1OC)B(O)O (3,4-dimethoxyphenylboronic acid), O.C(C=O)(=O)O (glyoxylic acid monohydrate). Product: C(N)(=O)C=1C=C(C=C(C1)OC)NC(C(=O)O)C1=CC(=C(C=C1)OC)OC (2-(3-Carbamoyl-5-methoxyphenylamino)-2-(3,4-dimethoxyphenyl)acetic acid). RXN SMILES: [C:1]([C:4]1[CH:5]=[C:6]([NH:11][CH:12]([C:16]2[CH:21]=[CH:20][C:19]([O:22][CH3:23])=[C:18]([O:24][CH3:25])[CH:17]=2)[C:13]([OH:15])=[O:14])[CH:7]=[C:8](C)[CH:9]=1)(=[O:3])[NH2:2].NC1C=C(C=C(OC)C=1)[C:30](N)=[O:31].COC1C=C(B(O)O)C=CC=1OC.O.C(O)(=O)C=O>>[C:1]([C:4]1[CH:5]=[C:6]([NH:11][CH:12]([C:16]2[CH:21]=[CH:20][C:19]([O:22][CH3:23])=[C:18]([O:24][CH3:25])[CH:17]=2)[C:13]([OH:15])=[O:14])[CH:7]=[C:8]([O:31][CH3:30])[CH:9]=1)(=[O:3])[NH2:2] |f:3.4|. Procedure details: Using a procedure analogous to that described for the preparation of 89D, 93D was reacted with 3,4-dimethoxyphenylboronic acid and glyoxylic acid monohydrate to give 93E. 1H NMR (400 MHz, CD3OD) δ ppm 3.73 (s, 3H) 3.80 (s, 3H) 3.81 (s, 3H) 5.07 (s, 1H) 6.39 (t, J=1.98 Hz, 1H) 6.75 (s, 1H) 6.81 (s, 1H) 6.92 (d, J=8.35 Hz, 1H) 7.07 (dd, J=8.35, 1.76 Hz, 1H) 7.11 (d, J=1.76 Hz, 1H).